From a dataset of the Open Reaction Database (ORD), a public repository of structured organic reaction records. describe an organic reaction: reactants, conditions, products, and yield The reactants are [S-]C#N.[K+] (potassium thiocyanate), C1(=CC=CC=C1)CC(=O)Cl (2-Phenylacetyl chloride), NC1=NC=CC(=C1)OC1=CC(=C(C=C1)N)OC (2-amino-4-(4-amino-3-methoxyphenoxy)pyridine). The solvent is C(C)#N (acetonitrile). Run at time 3.5 hour. The product is NC1=NC=CC(=C1)OC1=CC(=C(C=C1)NC(=S)NC(CC1=CC=CC=C1)=O)OC (2-Amino-4-{3-methoxy-4-[3-(2-phenylacetyl)thioureido]phenoxy}pyridine). Isolated yield 39.0%. Reaction SMILES: [C:1]1([CH2:7][C:8](Cl)=[O:9])[CH:6]=[CH:5][CH:4]=[CH:3][CH:2]=1.[S-:11][C:12]#[N:13].[K+].[NH2:15][C:16]1[CH:21]=[C:20]([O:22][C:23]2[CH:28]=[CH:27][C:26]([NH2:29])=[C:25]([O:30][CH3:31])[CH:24]=2)[CH:19]=[CH:18][N:17]=1>C(#N)C>[NH2:15][C:16]1[CH:21]=[C:20]([O:22][C:23]2[CH:28]=[CH:27][C:26]([NH:29][C:12]([NH:13][C:8](=[O:9])[CH2:7][C:1]3[CH:6]=[CH:5][CH:4]=[CH:3][CH:2]=3)=[S:11])=[C:25]([O:30][CH3:31])[CH:24]=2)[CH:19]=[CH:18][N:17]=1 |f:1.2|. Procedure details: 2-Phenylacetyl chloride (0.198 ml) was dissolved in acetonitrile (10 ml) under a nitrogen atmosphere, and then potassium thiocyanate (292 mg) was added at 60° C., followed by stirring at the same temperature for 3.5 hrs. The reaction mixture was cooled down to room temperature, and then 2-amino-4-(4-amino-3-methoxyphenoxy)pyridine (231.3 mg) was added thereto, followed by further stirring for 2 hrs. The reaction mixture was partitioned between ethyl acetate and a saturated aqueous solution of so... Reactants: CCOC(=O)C(C#N)=C1CCCCC1, CC#N, C[N+](=O)[O-], C1CCC2=NCCCN2CC1. The product is CCOC(=O)C1(C#N)CC12CCCCC2. RXN SMILES: [CH2:1]([CH3:2])[O:3][C:4]([C:5](=[C:6]1[CH2:7][CH2:8][CH2:9][CH2:10][CH2:11]1)[C:12]#[N:13])=[O:14].[CH3:30][C:31]#[N:32].[N+:15]([O-:16])(=[O:17])[CH3:18].[N:19]12[CH2:20][CH2:21][CH2:22][N:23]=[C:24]1[CH2:25][CH2:26][CH2:27][CH2:28][CH2:29]2>>[CH2:1]([CH3:2])[O:3][C:4]([C:5]1([C:12]#[N:13])[C:6]2([CH2:7][CH2:8][CH2:9][CH2:10][CH2:11]2)[CH2:18]1)=[O:14].